From a dataset of the Open Reaction Database (ORD), a public repository of structured organic reaction records. describe an organic reaction: reactants, conditions, products, and yield Starting materials: CCCCO, CCOC(=O)C(CCn1c(COc2ccc(Cl)cc2)nc2c(C)cccc21)Cc1ccccc1, Cc1ccccc1, CO, [Li+], C1CCOC1, [OH-], O. Product: Cc1cccc2c1nc(COc1ccc(Cl)cc1)n2CCC(Cc1ccccc1)C(=O)O. RXN SMILES: [CH2:51]([OH:52])[CH2:53][CH2:54][CH3:55].[CH2:8]([CH3:9])[O:10][C:11](=[O:12])[CH:13]([CH2:14][CH2:15][n:16]1[c:17]([CH2:26][O:27][c:28]2[cH:29][cH:30][c:31]([Cl:34])[cH:32][cH:33]2)[n:18][c:19]2[c:20]1[cH:21][cH:22][cH:23][c:24]2[CH3:25])[CH2:35][c:36]1[cH:37][cH:38][cH:39][cH:40][cH:41]1.[CH3:44][c:45]1[cH:46][cH:47][cH:48][cH:49][cH:50]1.[CH3:6][OH:7].[Li+:42].[O:1]1[CH2:2][CH2:3][CH2:4][CH2:5]1.[OH-:43].[OH2:56]>>[O:10]=[C:11]([OH:12])[CH:13]([CH2:14][CH2:15][n:16]1[c:17]([CH2:26][O:27][c:28]2[cH:29][cH:30][c:31]([Cl:34])[cH:32][cH:33]2)[n:18][c:19]2[c:20]1[cH:21][cH:22][cH:23][c:24]2[CH3:25])[CH2:35][c:36]1[cH:37][cH:38][cH:39][cH:40][cH:41]1. The reactants are C1(=CC=CC=C1)C(CC(=O)OCC)(C)C1=CC=CC=C1 (ethyl 3,3-diphenylbutanoate), [OH-].[K+] (KOH). Solvent: O1CCOCC1 (dioxane). Run at temperature 65 celsius, time 6 hour. The product is C1(=CC=CC=C1)C(CC(=O)O)(C)C1=CC=CC=C1 (3,3-Diphenylbutanoic acid). Reaction SMILES: [C:1]1([C:7]([C:15]2[CH:20]=[CH:19][CH:18]=[CH:17][CH:16]=2)([CH3:14])[CH2:8][C:9]([O:11]CC)=[O:10])[CH:6]=[CH:5][CH:4]=[CH:3][CH:2]=1.[OH-].[K+]>O1CCOCC1>[C:1]1([C:7]([C:15]2[CH:20]=[CH:19][CH:18]=[CH:17][CH:16]=2)([CH3:14])[CH2:8][C:9]([OH:11])=[O:10])[CH:2]=[CH:3][CH:4]=[CH:5][CH:6]=1 |f:1.2|. Procedure: 4.9 g of ethyl 3,3-diphenylbutanoate (18.3 mmol) were dissolved in 30 ml of dioxane, 36 ml of 1M KOH were added, and the mixture was stirred at 60-70° C. for 6 h. Starting materials: CN=C=S (methyl isothiocyanate), ClC1=CC=C(C(=O)N2C(=C(C3=CC(=CC=C23)OC)CNO)C)C=C1 (1-(4-chlorobenzoyl)-N-hydroxy-5-methoxy-2-methyl-1H-indole-3-methanamine), CN=C=S (methyl isothiocyanate). Solvent: O1CCOCC1 (dioxane), O1CCOCC1 (dioxane), O (H2O). Reaction conditions: time 8 hour. The product is ClC1=CC=C(C(=O)N2C(=C(C3=CC(=CC=C23)OC)CN(C(=S)NC)O)C)C=C1 (1-(4-chlorobenzoyl)-N-hydroxy-5-methoxy-2-methyl-N-[(methylamino)thioxomethyl]-1H-indole-3-methanamine). Yield: 54.1%. Reaction SMILES: [CH3:1][N:2]=[C:3]=[S:4].[Cl:5][C:6]1[CH:28]=[CH:27][C:9]([C:10]([N:12]2[C:20]3[C:15](=[CH:16][C:17]([O:21][CH3:22])=[CH:18][CH:19]=3)[C:14]([CH2:23][NH:24][OH:25])=[C:13]2[CH3:26])=[O:11])=[CH:8][CH:7]=1>O1CCOCC1.O>[Cl:5][C:6]1[CH:28]=[CH:27][C:9]([C:10]([N:12]2[C:20]3[C:15](=[CH:16][C:17]([O:21][CH3:22])=[CH:18][CH:19]=3)[C:14]([CH2:23][N:24]([OH:25])[C:3]([NH:2][CH3:1])=[S:4])=[C:13]2[CH3:26])=[O:11])=[CH:8][CH:7]=1. Reported procedure: A solution of methyl isothiocyanate (1.36 g, 18.56 mmol) in 2 ml of dioxane is added dropwise to a suspension of 1-(4-chlorobenzoyl)-N-hydroxy-5-methoxy-2-methyl-1H-indole-3-methanamine (2.01 g, 5.84 mmol) in 60 ml of dioxane and 60 ml of H2O at 0° C. The ice bath is removed. After one hour 0.5 g (6.84 mmol) additional methyl isothiocyanate is added and the reaction mixture is stored in a freezer overnight. The solids are collected by filtration and recrystallized from THF/hexane, rinsed with et... Starting materials: CC(=O)OCCNC(=O)C(N)Cc1ccc(OC(F)(F)F)cc1, O=C(O)c1ccc(OCCC(F)(F)F)cc1. Product: CC(=O)OCCNC(=O)C(Cc1ccc(OC(F)(F)F)cc1)NC(=O)c1ccc(OCCC(F)(F)F)cc1. Reaction SMILES: [C:1]([CH3:2])(=[O:3])[O:4][CH2:5][CH2:6][NH:7][C:8]([CH:9]([CH2:10][c:11]1[cH:12][cH:13][c:14]([O:17][C:18]([F:19])([F:20])[F:21])[cH:15][cH:16]1)[NH2:22])=[O:23].[F:24][C:25]([CH2:26][CH2:27][O:28][c:29]1[cH:30][cH:31][c:32]([C:33](=[O:34])[OH:35])[cH:36][cH:37]1)([F:38])[F:39]>>[C:1]([CH3:2])(=[O:3])[O:4][CH2:5][CH2:6][NH:7][C:8]([CH:9]([CH2:10][c:11]1[cH:12][cH:13][c:14]([O:17][C:18]([F:19])([F:20])[F:21])[cH:15][cH:16]1)[NH:22][C:33]([c:32]1[cH:31][cH:30][c:29]([O:28][CH2:27][CH2:26][C:25]([F:24])([F:38])[F:39])[cH:37][cH:36]1)=[O:34])=[O:23]. Starting materials: C(C)O (ethanol), acetonitrile diethyl ether, [N+](=O)([O-])C1=CC=C(C=C1)N=C=O (p-nitrophenylisocyanate), C(CC)NC1=CC=C(C=C1)Cl (N-propyl-4-chloroaniline). Run in C(C)#N (acetonitrile). Product: [N+](=O)([O-])C1=CC=C(C=C1)NC(=O)N(CCC)C1=CC=C(C=C1)Cl (N-(4-nitrophenyl)-N'-(4-chlorophenyl)-N'-propylurea). RXN SMILES: C(O)C.[N+:4]([C:7]1[CH:12]=[CH:11][C:10]([N:13]=[C:14]=[O:15])=[CH:9][CH:8]=1)([O-:6])=[O:5].[CH2:16]([NH:19][C:20]1[CH:25]=[CH:24][C:23]([Cl:26])=[CH:22][CH:21]=1)[CH2:17][CH3:18]>C(#N)C>[N+:4]([C:7]1[CH:8]=[CH:9][C:10]([NH:13][C:14]([N:19]([C:20]2[CH:21]=[CH:22][C:23]([Cl:26])=[CH:24][CH:25]=2)[CH2:16][CH2:17][CH3:18])=[O:15])=[CH:11][CH:12]=1)([O-:6])=[O:5]. Reported procedure: 1.09 g of 2-chlorobenzoylisocyanate was added to a solution of 2.00 g of N-(4-aminophenyl)-N'-(4-chlorophenyl)-N'-propylurea in 50 ml of acetonitrile while stirring at room temperature. After stirring for 1.5 hours at room temperature the formed precipate was sucked off, washed with diethyl ether, and dried. According to PMR the product had the desired structure; the product melted at 170° C. The starting aniline was obtained from the corresponding nitro compound by reduction with hydrogen under... Starting materials: CCCCCCCC(=O)Cl, Cc1ccccc1, Cl, O=Cc1ccc(O)cc1, c1ccncc1. Yields the product CCCCCCCC(=O)Oc1ccc(C=O)cc1. RXN SMILES: [C:10]([CH2:11][CH2:12][CH2:13][CH2:14][CH2:15][CH2:16][CH3:17])(=[O:18])[Cl:19].[CH3:20][c:21]1[cH:22][cH:23][cH:24][cH:25][cH:26]1.[ClH:27].[OH:1][c:2]1[cH:3][cH:4][c:5]([CH:6]=[O:7])[cH:8][cH:9]1.[cH:28]1[cH:29][cH:30][n:31][cH:32][cH:33]1>>[O:1]([c:2]1[cH:3][cH:4][c:5]([CH:6]=[O:7])[cH:8][cH:9]1)[C:10]([CH2:11][CH2:12][CH2:13][CH2:14][CH2:15][CH2:16][CH3:17])=[O:18].